Dataset: the Open Reaction Database (ORD), a public repository of structured organic reaction records. Task: describe an organic reaction: reactants, conditions, products, and yield Starting materials: [OH-].[Na+].N (NaOH NH3), C(\C=C\C(=O)O)(=O)O (Fumaric acid), C(C)O (ethanol), amine. The product is N[C@@H]([C@@H](C)CC)C(=O)O (Ile). Reaction SMILES: [OH-].[Na+].[NH3:3].[C:4]([OH:11])(=[O:10])/[CH:5]=[CH:6]/[C:7](O)=O.[CH2:12](O)[CH3:13]>>[NH2:3][C@H:5]([C:4]([OH:11])=[O:10])[C@H:6]([CH2:12][CH3:13])[CH3:7] |f:0.1.2|. Reported procedure: On a pilot-plant scale the free amine is prepared by the addition of NaOH/NH3. Fumaric acid is dissolved in hot ethanol, the free amine is added dropwise, and (Ile-Thia)2 furmarate (M=520.71 gmol−1) precipitates. The analysis of isomers and enantiomers is carried out by electrophoresis. The reactants are COC=1C=C(C#N)C=C(C1)C(F)(F)F (3-methoxy-5-(trifluoromethyl)benzonitrile), C(=O)O (formic acid). The reagents and catalysts are O=[Pt]=O (PtO2). The solvent is hexanes. Conditions: temperature 60 celsius. Yields the product COC=1C=C(C=O)C=C(C1)C(F)(F)F (3-methoxy-5-(trifluoromethyl)benzaldehyde). As a reaction SMILES: [CH3:1][O:2][C:3]1[CH:4]=[C:5]([CH:8]=[C:9]([C:11]([F:14])([F:13])[F:12])[CH:10]=1)[C:6]#N.C(O)=[O:16]>O=[Pt]=O>[CH3:1][O:2][C:3]1[CH:4]=[C:5]([CH:8]=[C:9]([C:11]([F:14])([F:13])[F:12])[CH:10]=1)[CH:6]=[O:16]. Reported procedure: A mixture of 3-methoxy-5-(trifluoromethyl)benzonitrile (88 mg, 0.43 mmol) and PtO2 (9.8 mg, 0.043 mmol) in 88% formic acid (651 μL) was heated to 60° C. The reaction was stirred at this temperature for thirty minutes. The reaction was then cooled to room temperature, diluted with hexanes (5 mL), loaded on a silica gel column, and purified with 1% to 15% EtOAc/hexanes to afford 3-methoxy-5-(trifluoromethyl)benzaldehyde. Rf=0.56 (25% EtOAc/hexanes). 1H NMR (CDCl3, 500 MHz) δ 10.01 (s, 1H), 7.71 (s...